This data is from the Open Reaction Database (ORD), a public repository of structured organic reaction records. The task is: describe an organic reaction: reactants, conditions, products, and yield The reactants are BrC1=CC=CC(=N1)C(CO)=O (1-(6-bromopyridin-2-yl)-2-hydroxyethanone), [BH4-].[Na+] (sodium borohydride). Solvent: C(C)O (ethanol). Conditions: time 30 minute. Product: BrC1=CC=CC(=N1)C(CO)O (1-(6-Bromopyridin-2-yl)ethane-1,2-diol). Reaction SMILES: [Br:1][C:2]1[N:7]=[C:6]([C:8](=[O:11])[CH2:9][OH:10])[CH:5]=[CH:4][CH:3]=1.[BH4-].[Na+]>C(O)C>[Br:1][C:2]1[N:7]=[C:6]([CH:8]([OH:11])[CH2:9][OH:10])[CH:5]=[CH:4][CH:3]=1 |f:1.2|. Reported procedure: A solution of 1-(6-bromopyridin-2-yl)-2-hydroxyethanone (2.2 g, 10.18 mmol) in ethanol (127 mL) was charged with sodium borohydride (0.385 g, 10.18 mmol). After 30 minutes, the reaction was concentrated to dryness and then partitioned between ethyl acetate (50 mL) and 3:1 saturated aqueous sodium bicarbonate:water (25 mL). The layers were separated and the organic layer was washed with brine (25 mL), dried over sodium sulfate, filtered, and concentrated to afford the title compound. 1H NMR (600 ... The yield is 67.8%. Reported procedure: Combine 1-[4-(3-amino-benzyloxy)-2-hydroxy-3-propyl-phenyl]-ethanone (1.65 g, 5.51 mmol), 3-bromo-benzonitrile (912 mg, 5.01 mmol), cesium carbonate (2.29 g, 7.01 mmol), and 18-crown-6 (132 mg, 0.501 mmol) in toluene (25 mL) and stir. Purge reaction vessel with argon. Add BINAP [rac-2,2′-bis(diphenyl-phosphino)-1,1′-binaphthyl] (468 mg, 0.752 mmol), and palladium acetate (112 mg, 0.501 mmol). Purge reaction vessel with argon. Heat to 100° C. for 18 hours and cool to ambient temperature. Add 10% ... Reagents/catalysts: C(C)(=O)[O-].[Pd+2].C(C)(=O)[O-] (palladium acetate). Solvent: C1(=CC=CC=C1)C (toluene). Yields the product C(C)(=O)C1=C(C(=C(OCC=2C=C(C=CC2)NC=2C=C(C#N)C=CC2)C=C1)CCC)O (3-[3-(4-acetyl-3-hydroxy-2-propyl-phenoxymethyl)-phenylamino]-benzonitrile). As a reaction SMILES: [NH2:1][C:2]1[CH:3]=[C:4]([CH:20]=[CH:21][CH:22]=1)[CH2:5][O:6][C:7]1[CH:12]=[CH:11][C:10]([C:13](=[O:15])[CH3:14])=[C:9]([OH:16])[C:8]=1[CH2:17][CH2:18][CH3:19].Br[C:24]1[CH:25]=[C:26]([CH:29]=[CH:30][CH:31]=1)[C:27]#[N:28].C(=O)([O-])[O-].[Cs+].[Cs+].C1OCCOCCOCCOCCOCCOC1.C1(P(C2C=CC=CC=2)C2C=CC3C(=CC=CC=3)C=2C2C3C(=CC=CC=3)C=CC=2P(C2C=CC=CC=2)C2C=CC=CC=2)C=CC=CC=1.C(O)(=O)CC(CC(O)=O)(C(O)=O)O>C1(C)C=CC=CC=1.C([O-])(=O)C.[Pd+2].C([O-])(=O)C>[C:13]([C:10]1[CH:11]=[CH:12][C:7]([O:6][CH2:5][C:4]2[CH:3]=[C:2]([NH:1][C:24]3[CH:25]=[C:26]([CH:29]=[CH:30][CH:31]=3)[C:27]#[N:28])[CH:22]=[CH:21][CH:20]=2)=[C:8]([CH2:17][CH2:18][CH3:19])[C:9]=1[OH:16])(=[O:15])[CH3:14] |f:2.3.4,9.10.11|. Reaction conditions: temperature 100 celsius. The reactants are C(CC(O)(C(=O)O)CC(=O)O)(=O)O (citric acid), C1(=CC=CC=C1)P(C1=C(C2=CC=CC=C2C=C1)C1=C(C=CC2=CC=CC=C12)P(C1=CC=CC=C1)C1=CC=CC=C1)C1=CC=CC=C1 (BINAP), NC=1C=C(COC2=C(C(=C(C=C2)C(C)=O)O)CCC)C=CC1 (1-[4-(3-amino-benzyloxy)-2-hydroxy-3-propyl-phenyl]-ethanone), BrC=1C=C(C#N)C=CC1 (3-bromo-benzonitrile), C([O-])([O-])=O.[Cs+].[Cs+] (cesium carbonate), C1COCCOCCOCCOCCOCCO1 (18-crown-6). Starting materials: N#Cc1ccc(Cn2cncc2CCl)cc1, CC#N, CCN(C(C)C)C(C)C, Cl, O=C1NCN(c2ccccc2)C12CCNCC2. Yields the product N#Cc1ccc(Cn2cncc2CN2CCC3(CC2)C(=O)NCN3c2ccccc2)cc1. As a reaction SMILES: [C:19](#[N:20])[c:21]1[cH:22][cH:23][c:24]([CH2:25][n:26]2[cH:27][n:28][cH:29][c:30]2[CH2:31][Cl:32])[cH:33][cH:34]1.[CH3:44][C:45]#[N:46].[CH:35]([N:36]([CH:37]([CH3:38])[CH3:39])[CH2:40][CH3:41])([CH3:42])[CH3:43].[ClH:18].[c:1]1([N:7]2[CH2:8][NH:9][C:10](=[O:17])[C:11]23[CH2:12][CH2:13][NH:14][CH2:15][CH2:16]3)[cH:2][cH:3][cH:4][cH:5][cH:6]1>>[c:1]1([N:7]2[CH2:8][NH:9][C:10](=[O:17])[C:11]23[CH2:12][CH2:13][N:14]([CH2:31][c:30]2[n:26]([CH2:25][c:24]4[cH:23][cH:22][c:21]([C:19]#[N:20])[cH:34][cH:33]4)[cH:27][n:28][cH:29]2)[CH2:15][CH2:16]3)[cH:2][cH:3][cH:4][cH:5][cH:6]1. The reactants are ClC1=NC(=CC=C1C#N)CC (2-Chloro-6-ethylpyridine-3-carbonitrile), C1(CCCC1)CNCC (N-(cyclopentylmethyl)-N-ethylamine), C1(CCCC1)CNCC (N-(cyclopentylmethyl)-N-ethylamine). Run at temperature 100 celsius, time 8 hour. Yields the product C1(CCCC1)CN(C1=NC(=CC=C1C#N)CC)CC (2-[(cyclopentylmethyl)(ethyl)amino]-6-ethylpyridine-3-carbonitrile). Yield: 62.7%. Reaction SMILES: Cl[C:2]1[C:7]([C:8]#[N:9])=[CH:6][CH:5]=[C:4]([CH2:10][CH3:11])[N:3]=1.[CH:12]1([CH2:17][NH:18][CH2:19][CH3:20])[CH2:16][CH2:15][CH2:14][CH2:13]1>>[CH:12]1([CH2:17][N:18]([CH2:19][CH3:20])[C:2]2[C:7]([C:8]#[N:9])=[CH:6][CH:5]=[C:4]([CH2:10][CH3:11])[N:3]=2)[CH2:16][CH2:15][CH2:14][CH2:13]1. Procedure: 2-Chloro-6-ethylpyridine-3-carbonitrile (500 mg, 3.00 mmol) synthesized by the method described in International Patent Publication WO1997/19078 and N-(cyclopentylmethyl)-N-ethylamine (1.50 g, 11.8 mmol) were mixed, and the mixture was stirred at 100° C. for 8 hours in an argon atmosphere. The mixture was further added with N-(cyclopentylmethyl)-N-ethylamine (0.19 g, 1.49 mmol), and stirred at 100° C. for 8 hours, and then the reaction mixture was azeotroped with toluene. The resulting residue w... Product: O=C(OCc1ccccc1)c1cccc(CCCCO)c1. Reaction SMILES: [Br:24][CH2:25][c:26]1[cH:27][cH:28][cH:29][cH:30][cH:31]1.[CH:15]([N:16]([CH:17]([CH3:18])[CH3:19])[CH2:20][CH3:21])([CH3:22])[CH3:23].[O:32]=[CH:33][N:34]([CH3:35])[CH3:36].[OH:1][CH2:2][CH2:3][CH2:4][CH2:5][c:6]1[cH:7][c:8]([C:9](=[O:10])[OH:11])[cH:12][cH:13][cH:14]1>>[OH:1][CH2:2][CH2:3][CH2:4][CH2:5][c:6]1[cH:7][c:8]([C:9](=[O:10])[O:11][CH2:25][c:26]2[cH:27][cH:28][cH:29][cH:30][cH:31]2)[cH:12][cH:13][cH:14]1. Reactants: BrCc1ccccc1, CCN(C(C)C)C(C)C, CN(C)C=O, O=C(O)c1cccc(CCCCO)c1. The reactants are COCOCc1ccc(O)c(Br)c1, [Li]CCCC, CCCCCC, COOC, CCOCC, CN(C)C=O. Product: COOC, COCOCc1ccc(O)c(C=O)c1. Reaction SMILES: [Br:5][c:6]1[c:7]([OH:17])[cH:8][cH:9][c:10]([CH2:12][O:13][CH2:14][O:15][CH3:16])[cH:11]1.[CH2:24]([Li:25])[CH2:26][CH2:27][CH3:28].[CH3:18][CH2:19][CH2:20][CH2:21][CH2:22][CH3:23].[CH3:1][O:2][O:3][CH3:4].[CH3:34][CH2:35][O:36][CH2:37][CH3:38].[O:29]=[CH:30][N:31]([CH3:32])[CH3:33]>>[CH3:1][O:2][O:3][CH3:4].[c:6]1([CH:30]=[O:29])[c:7]([OH:17])[cH:8][cH:9][c:10]([CH2:12][O:13][CH2:14][O:15][CH3:16])[cH:11]1.